From a dataset of the Open Reaction Database (ORD), a public repository of structured organic reaction records. describe an organic reaction: reactants, conditions, products, and yield Reactants: COC(=O)c1ccc(CBr)c(OC)c1, C1CCNC1, C1CCOC1, O. Product: COC(=O)c1ccc(CN2CCCC2)c(OC)c1. RXN SMILES: [Br:1][CH2:2][c:3]1[c:4]([O:13][CH3:14])[cH:5][c:6]([C:7](=[O:8])[O:9][CH3:10])[cH:11][cH:12]1.[CH2:15]1[CH2:16][CH2:17][NH:18][CH2:19]1.[CH2:21]1[O:22][CH2:23][CH2:24][CH2:25]1.[OH2:20]>>[CH2:2]([c:3]1[c:4]([O:13][CH3:14])[cH:5][c:6]([C:7](=[O:8])[O:9][CH3:10])[cH:11][cH:12]1)[N:18]1[CH2:17][CH2:16][CH2:15][CH2:19]1. The reactants are ClC1(C(NC2=CC=C(C=C12)Cl)=O)C1=C(C=CC=C1)OC (3,5-dichloro-3-(2-methoxyphenyl)-1,3-dihydro-2H-indol-2-one), FC(C(=O)O)(F)F.N[C@H](C(=O)N(C)C)C1CCCCC1 ((2S)-2-amino-2-cyclohexyl-N,N-dimethylacetamide trifluoroacetate). The product is ClC=1C=C2C(C(NC2=CC1)=O)(C1=C(C=CC=C1)OC)N[C@H](C(=O)N(C)C)C1CCCCC1 ((2S)-2-{[5-chloro-3-(2-methoxyphenyl)-2-oxo-2,3-dihydro-1H-indol-3-yl]amino}-2-cyclohexyl-N,N-dimethylacetamide). As a reaction SMILES: Cl[C:2]1([C:13]2[CH:18]=[CH:17][CH:16]=[CH:15][C:14]=2[O:19][CH3:20])[C:10]2[C:5](=[CH:6][CH:7]=[C:8]([Cl:11])[CH:9]=2)[NH:4][C:3]1=[O:12].FC(F)(F)C(O)=O.[NH2:28][C@@H:29]([CH:35]1[CH2:40][CH2:39][CH2:38][CH2:37][CH2:36]1)[C:30]([N:32]([CH3:34])[CH3:33])=[O:31]>>[Cl:11][C:8]1[CH:9]=[C:10]2[C:5](=[CH:6][CH:7]=1)[NH:4][C:3](=[O:12])[C:2]2([NH:28][C@@H:29]([CH:35]1[CH2:40][CH2:39][CH2:38][CH2:37][CH2:36]1)[C:30]([N:32]([CH3:34])[CH3:33])=[O:31])[C:13]1[CH:18]=[CH:17][CH:16]=[CH:15][C:14]=1[O:19][CH3:20] |f:1.2|. Procedure: With 1.54 g of 3,5-dichloro-3-(2-methoxyphenyl)-1,3-dihydro-2H-indol-2-one and the compound obtained in Step 256-2 (5.50 mmol, crude form) as starting materials, respectively 0.97 g (Isomer A, colorless powder) and 1.44 g (Isomer B, colorless amorphous) of two species of diastereoisomers of the title compound were obtained by a similar method to Step 4-2.